This data is from the Open Reaction Database (ORD), a public repository of structured organic reaction records. The task is: describe an organic reaction: reactants, conditions, products, and yield Reactants: CC=1C=CC2=C(N3C(N2C)=NC(=C3CC(=O)O)C3=CC=CC=C3)C1 (6,9-dimethyl-2-phenyl-9H-imidazo[1,2-a]benzimidazole-3-acetic acid), Cl (hydrochloric acid), N,N'-carbonyldiimidazole, CN (methylamine). Run in O1CCCC1 (tetrahydrofuran). Reaction conditions: time 2 hour. Yields the product CNC(CC1=C(N=C2N(C3=C(N21)C=C(C=C3)C)C)C3=CC=CC=C3)=O (N,6,9-Trimethyl-2-phenyl-9H-imidazo[1,2-a]benzimidazole-3-acetamide). RXN SMILES: [CH3:1][C:2]1[CH:3]=[CH:4][C:5]2[N:9]([CH3:10])[C:8]3=[N:11][C:12]([C:18]4[CH:23]=[CH:22][CH:21]=[CH:20][CH:19]=4)=[C:13]([CH2:14][C:15](O)=[O:16])[N:7]3[C:6]=2[CH:24]=1.[CH3:25][NH2:26].Cl>O1CCCC1>[CH3:25][NH:26][C:15](=[O:16])[CH2:14][C:13]1[N:7]2[C:8]([N:9]([CH3:10])[C:5]3[CH:4]=[CH:3][C:2]([CH3:1])=[CH:24][C:6]=32)=[N:11][C:12]=1[C:18]1[CH:23]=[CH:22][CH:21]=[CH:20][CH:19]=1. Procedure details: A suspension of 1.5 g (0.0047 mol) of 6,9-dimethyl-2-phenyl-9H-imidazo[1,2-a]benzimidazole-3-acetic acid is prepared in 50 ml of dry tetrahydrofuran, 1.22 g (0.0075 mol) of N,N'-carbonyldiimidazole are added thereto and the mixture is stirred for 2 h. The solution obtained is treated with an excess of dry gaseous methylamine and stirred for several hours. The solvent is evaporated under reduced pressure. The residue is taken up in water and the solid residue is isolated by filtration. After dryi... Reactants: CCC1OC(=O)c2ncccc21, C1CCOC1, C[Si](C)(C)[N-][Si](C)(C)C, Cl, O=C1Cc2cc(F)ccc2N1, [Li+]. The product is CCC1OC(=C2C(=O)Nc3ccc(F)cc32)c2ncccc21. Reaction SMILES: [CH2:22]([CH3:23])[CH:24]1[O:25][C:26](=[O:33])[c:27]2[n:28][cH:29][cH:30][cH:31][c:32]21.[CH2:35]1[O:36][CH2:37][CH2:38][CH2:39]1.[CH3:12][Si:13]([N-:14][Si:15]([CH3:16])([CH3:17])[CH3:18])([CH3:19])[CH3:20].[ClH:34].[F:1][c:2]1[cH:3][c:4]2[c:8]([cH:9][cH:10]1)[NH:7][C:6](=[O:11])[CH2:5]2.[Li+:21]>>[F:1][c:2]1[cH:3][c:4]2[c:8]([cH:9][cH:10]1)[NH:7][C:6](=[O:11])[C:5]2=[C:26]1[O:25][CH:24]([CH2:22][CH3:23])[c:32]2[c:27]1[n:28][cH:29][cH:30][cH:31]2. Starting materials: ice, O1C(OCCC1)C=1C=NC(=NC1)C (5-(1,3-dioxan-2-yl)-2-methylpyrimidine), C[Si](C)(C)C#N (Trimethylsilyl cyanide). Reagents/catalysts: [I-].[Zn+2].[I-] (zinc iodide). Run in C(Cl)Cl (DCM). Reaction conditions: time 40 hour. Yields the product OCCCOC(C#N)C=1C=NC(=NC1)C (2-(3-Hydroxypropoxy)-2-(2-methylpyrimidin-5-yl)acetonitrile). Reaction SMILES: [O:1]1[CH2:6][CH2:5][CH2:4][O:3][CH:2]1[C:7]1[CH:8]=[N:9][C:10]([CH3:13])=[N:11][CH:12]=1.C[Si]([C:18]#[N:19])(C)C>C(Cl)Cl.[I-].[Zn+2].[I-]>[OH:1][CH2:6][CH2:5][CH2:4][O:3][CH:2]([C:7]1[CH:8]=[N:9][C:10]([CH3:13])=[N:11][CH:12]=1)[C:18]#[N:19] |f:3.4.5|. Procedure details: To an ice-cold solution of 5-(1,3-dioxan-2-yl)-2-methylpyrimidine (140 mg, 0.78 mmol) in DCM (5.0 ml) was added zinc iodide (124 mg, 0.39 mmol). Trimethylsilyl cyanide (116 mg, 0.155 ml, 1.17 mmol) was added dropwise over a period of 10 minutes. Cooling was removed and the reaction was stirred for 40 hours at room temperature. The mixture was poured into H2O (20 mL) and extracted with DCM (3×20 mL), the combined org. phases were washed with brine, dried over MgSO4 and concetrated in vacuo. The c... Reactants: C(C=C)N(CCCN(C\C=C\CN(CCCNC(=O)OC(C)(C)C)C(=O)OC(C)(C)C)C(=O)OC(C)(C)C)C(=O)OC(C)(C)C ((E)-1-allyl-1,5,10,14-tetra-BOC-1,5,10,14-tetraazatetradec-7-ene), [H-].[Na+] (sodium hydride), CI (methyl iodide), [H-].[Na+] (sodium hydride), CI (methyl iodide). The solvent is CN(C)C=O (DMF). Product: C(C=C)N(CCCN(C\C=C\CN(CCCN(C(=O)OC(C)(C)C)C)C(=O)OC(C)(C)C)C(=O)OC(C)(C)C)C(=O)OC(C)(C)C ((E)-1-Allyl-14-methyl-1,5,10,14-tetra-BOC-1,5,10,14-tetraazatetradec-7-ene). Reaction SMILES: [CH2:1]([N:4]([C:39]([O:41][C:42]([CH3:45])([CH3:44])[CH3:43])=[O:40])[CH2:5][CH2:6][CH2:7][N:8]([C:32]([O:34][C:35]([CH3:38])([CH3:37])[CH3:36])=[O:33])[CH2:9]/[CH:10]=[CH:11]/[CH2:12][N:13]([C:25]([O:27][C:28]([CH3:31])([CH3:30])[CH3:29])=[O:26])[CH2:14][CH2:15][CH2:16][NH:17][C:18]([O:20][C:21]([CH3:24])([CH3:23])[CH3:22])=[O:19])[CH:2]=[CH2:3].[H-].[Na+].[CH3:48]I>CN(C=O)C>[CH2:1]([N:4]([C:39]([O:41][C:42]([CH3:45])([CH3:44])[CH3:43])=[O:40])[CH2:5][CH2:6][CH2:7][N:8]([C:32]([O:34][C:35]([CH3:38])([CH3:37])[CH3:36])=[O:33])[CH2:9]/[CH:10]=[CH:11]/[CH2:12][N:13]([C:25]([O:27][C:28]([CH3:31])([CH3:29])[CH3:30])=[O:26])[CH2:14][CH2:15][CH2:16][N:17]([CH3:48])[C:18]([O:20][C:21]([CH3:22])([CH3:23])[CH3:24])=[O:19])[CH:2]=[CH2:3] |f:1.2|. Reported procedure: To a solution of 0.6 g (0.936 mmol) of (E)-1-allyl-1,5,10,14-tetra-BOC-1,5,10,14-tetraazatetradec-7-ene (see Example 2a) in 8 ml of DMF there are added, with stirring, 0.075 g (1.875 mmol) of sodium hydride dispersion (approx. 60%) and, after 5 min., 0.117 ml (1.875 mmol) of methyl iodide. The reaction mixture is stirred for 15 h at room temperature; a further 0.075 g (1.875 mmol) of sodium hydride dispersion (approx. 60% ) and 0.117 ml (1.875 mmol) of methyl iodide are added, and the mixture is...